Task: describe an organic reaction: reactants, conditions, products, and yield. Dataset: the Open Reaction Database (ORD), a public repository of structured organic reaction records The reactants are [OH-].[Na+] (sodium hydroxide), COC(=O)N1N=CC=2C3CN(CC(CC12)N3S(=O)(=O)C3=CC=C(C=C3)Cl)C(=O)OC (12-(4-chloro-benzenesulfonyl)-4,5,10,12-tetraaza-tricyclo[6.3.1.02,6]dodeca-2(6),3-diene-5,10-dicarboxylic acid dimethyl ester). The solvent is C1CCOC1 (THF), C(Cl)Cl (methylene chloride), O (water). Conditions: time 3 hour. Product: COC(=O)N1CC2CC=3NN=CC3C(C1)N2S(=O)(=O)C2=CC=C(C=C2)Cl (12-(4-chloro-benzenesulfonyl)-4,5,10,12-tetraaza-tricyclo[6.3.1.02,6]dodeca-2(6),3-diene-10-carboxylic acid methyl ester). Reaction SMILES: [OH-].[Na+].COC([N:7]1[C:17]2[CH2:16][CH:15]3[N:18]([S:19]([C:22]4[CH:27]=[CH:26][C:25]([Cl:28])=[CH:24][CH:23]=4)(=[O:21])=[O:20])[CH:11]([CH2:12][N:13]([C:29]([O:31][CH3:32])=[O:30])[CH2:14]3)[C:10]=2[CH:9]=[N:8]1)=O>C1COCC1.C(Cl)Cl.O>[CH3:32][O:31][C:29]([N:13]1[CH2:12][CH:11]2[N:18]([S:19]([C:22]3[CH:27]=[CH:26][C:25]([Cl:28])=[CH:24][CH:23]=3)(=[O:21])=[O:20])[CH:15]([CH2:16][C:17]3[NH:7][N:8]=[CH:9][C:10]=32)[CH2:14]1)=[O:30] |f:0.1|. Reported procedure: Aqueous sodium hydroxide (3 N, 0.39 mL, 1.18 mmol) was added to a stirring solution of 12-(4-chloro-benzenesulfonyl)-4,5,10,12-tetraaza-tricyclo[6.3.1.02,6]dodeca-2(6),3-diene-5,10-dicarboxylic acid dimethyl ester (270 mg, 0.594 mmol) in THF (1 mL). The reaction mixture was stirred for 3 h at room temperature and subsequently diluted with methylene chloride (10 mL) and water (5 mL). The phases were separated and the aqueous layer was extracted with methylene chloride (2×5 mL). The organic extrac...